This data is from the Open Reaction Database (ORD), a public repository of structured organic reaction records. The task is: describe an organic reaction: reactants, conditions, products, and yield Reactants: C(=O)(OCC1=CC=CC=C1)N1CC2N(C3=CC=CC=C3NC2=O)CC1 (3-carbobenzoxy-2,3,4,4a-tetrahydro-1H- pyrazino[1,2-a]quinoxalin-5(6H)-one), hydrogen chloride salt, Cl (hydrogen chloride), [H][H] (hydrogen). The reagents and catalysts are [Pd] (palladium on carbon). Run in C(C)O (ethanol). Yields the product C1CNCC2N1C1=CC=CC=C1NC2=O (2,3,4,4a-Tetrahydro-1H-Pyrazino-[1,2-a]Quinoxalin-5(6H)-One). RXN SMILES: C([N:11]1[CH2:25][CH2:24][N:14]2[C:15]3[C:20]([NH:21][C:22](=[O:23])[CH:13]2[CH2:12]1)=[CH:19][CH:18]=[CH:17][CH:16]=3)(OCC1C=CC=CC=1)=O.Cl.[H][H]>[Pd].C(O)C>[CH2:24]1[N:14]2[C:15]3[C:20]([NH:21][C:22](=[O:23])[CH:13]2[CH2:12][NH:11][CH2:25]1)=[CH:19][CH:18]=[CH:17][CH:16]=3. Reported procedure: A mixture of 3.0 g. of 3-carbobenzoxy-2,3,4,4a-tetrahydro-1H- pyrazino[1,2-a]quinoxalin-5(6H)-one, 2 g. of hydrogen chloride, 3 g. of 10% palladium on carbon and 200 ml. of ethanol is hydrogenated on a Parr apparatus for 18 hours at 46 p. s. i. hydrogen pressure. The catalyst is filtered and the filtrate is concentrated. The residue is recrystallized from ethanol to give 0.55 g. of the product as the hydrogen chloride salt, m.p. 288°-290°. Starting materials: CS(=O)(=O)OCCC=1OC2=C(C1)C=C(C=C2)C2=NC=C(C=C2)C(=O)N2CCOCC2 (2-{5-[5-(4-morpholinylcarbonyl)-2-pyridinyl]-1-benzofuran-2-yl}ethyl methanesulfonate), N1C=CC=CC=C1 (azepine). Yields the product N1(CCCCCC1)CCC=1OC2=C(C1)C=C(C=C2)C2=CC=C(C=N2)C(=O)N2CCOCC2 (4-{[6-(2-{2-[1-azepanyl]ethyl}-1-benzofuran-5-yl)-3-pyridinyl]carbonyl}morpholine). As a reaction SMILES: CS(O[CH2:6][CH2:7][C:8]1[O:9][C:10]2[CH:16]=[CH:15][C:14]([C:17]3[CH:22]=[CH:21][C:20]([C:23]([N:25]4[CH2:30][CH2:29][O:28][CH2:27][CH2:26]4)=[O:24])=[CH:19][N:18]=3)=[CH:13][C:11]=2[CH:12]=1)(=O)=O.[NH:31]1[CH:37]=[CH:36][CH:35]=[CH:34][CH:33]=[CH:32]1>>[N:31]1([CH2:6][CH2:7][C:8]2[O:9][C:10]3[CH:16]=[CH:15][C:14]([C:17]4[N:18]=[CH:19][C:20]([C:23]([N:25]5[CH2:30][CH2:29][O:28][CH2:27][CH2:26]5)=[O:24])=[CH:21][CH:22]=4)=[CH:13][C:11]=3[CH:12]=2)[CH2:37][CH2:36][CH2:35][CH2:34][CH2:33][CH2:32]1. Reported procedure: The product from Example 44E and azepine were processed as described in Example 1D to provide the titled compound. 1H NMR (300 MHz, CD3OD) δ 8.70 (m, 1H), 8.24 (d, J=1.8 Hz, 1H), 7.95 (m, 3H), 7.58 (d, J=8.7 Hz, 1H), 6.86 (s, 1H), 3.3-3.8 (m, 16H), 1.95 (m, 4H), 1.75 (m, 4H); MS (DCI) m/z 434 (M+H)+; Reactants: NC1=C(C=NN1)C#N (5-amino-1H-pyrazole-4-carbonitrile), COC1=C(C=O)C=CC(=C1)OC (2,4-dimethoxybenzaldehyde), C(C)(C)[N+]#[C-] (iso-propyl isonitrile), Cl(=O)(=O)(=O)O (perchloric acid). The solvent is CO (methanol). Run at time 15 hour. Yields the product COC1=C(C=CC(=C1)OC)C=1NC=2N(N=CC2C#N)C1NC(C)C (2-(2,4-dimethoxyphenyl)-3-(iso-propylamino)-1H-imidazo[1,2-b]pyrazole-7-carbonitrile). As a reaction SMILES: [NH2:1][C:2]1[NH:6][N:5]=[CH:4][C:3]=1[C:7]#[N:8].[CH3:9][O:10][C:11]1[CH:18]=[C:17]([O:19][CH3:20])[CH:16]=[CH:15][C:12]=1[CH:13]=O.[CH:21]([N+:24]#[C-:25])([CH3:23])[CH3:22].Cl(O)(=O)(=O)=O>CO>[CH3:9][O:10][C:11]1[CH:18]=[C:17]([O:19][CH3:20])[CH:16]=[CH:15][C:12]=1[C:13]1[NH:1][C:2]2[N:6]([C:25]=1[NH:24][CH:21]([CH3:23])[CH3:22])[N:5]=[CH:4][C:3]=2[C:7]#[N:8]. Reported procedure: To a mixture of 5-amino-1H-pyrazole-4-carbonitrile (771 mg, 7.13 mmol) and 2,4-dimethoxybenzaldehyde (1.19 g, 7.13 mmol) in a vial under nitrogen atmosphere were added methanol (20 mL) followed by iso-propyl isonitrile (500 mg, 581 μL, 7.13 mmol) and perchloric acid (143 mg, 128 μL, 1.43 mmol) at RT. Then, the resulting brown solution was stirred for 15 h by which time LC/MS analysis indicated the presence of the desired product. Then, the solvent was removed under vacuum and the residue was pur...